From a dataset of the Open Reaction Database (ORD), a public repository of structured organic reaction records. describe an organic reaction: reactants, conditions, products, and yield Starting materials: O (water), COC1=CC=C(C=C1)C1=CC2=C(S1)C=CC=C2OC (2-(4'-methoxyphenyl)-4-methoxybenzo[b]thiophene), COC=1C=C(C(=O)Cl)C=C(C1OC)OC (3,4,5-trimethoxybenzoyl chloride), [Al+3].[Cl-].[Cl-].[Cl-] (AlCl3). Run in C(Cl)Cl (CH2Cl2), CCOC(=O)C (EtOAc), C(Cl)Cl (CH2Cl2). Conditions: time 18 hour. Product: S1C2=C(C=C1)C=CC=C2 (benzo[b]thiophene). The yield is 6.8%. RXN SMILES: COC1C=CC([C:9]2[S:13][C:12]3[CH:14]=[CH:15][CH:16]=[C:17](OC)[C:11]=3[CH:10]=2)=CC=1.COC1C=C(C=C(OC)C=1OC)C(Cl)=O.[Al+3].[Cl-].[Cl-].[Cl-].O>C(Cl)Cl.CCOC(C)=O>[S:13]1[CH:9]=[CH:10][C:11]2[CH:17]=[CH:16][CH:15]=[CH:14][C:12]1=2 |f:2.3.4.5|. Reported procedure: To a well stirred solution of 2-(4'-methoxyphenyl)-4-methoxybenzo[b]thiophene (0.200 g, 0.74 mmol) and 3,4,5-trimethoxybenzoyl chloride (0.184 g, 0.74 mmol) in CH2Cl2 (7mL) was added AlCl3 (0.200 g, 1.48 mmol) portion-wise over a 15 minute period. After 18 h, water was added, and the product was isolated initially with CH2Cl2 and subsequently by extraction with EtOAc. The organic layers were separately washed sequentially with NaHCO3 and brine and then dried over MgSO4. Purification by flash chr... The reactants are OC=1C=C(C=CC1)CCCN1C(C2=CC=CC=C2C1=O)=O (2-[3-(3-hydroxyphenyl)propyl]isoindole-1,3-dione), O1CC1CCC (1,2-epoxypentane). The product is C1(NC(C2=CC=CC=C12)=O)=O (isoindoline-1,3-dione). Reaction SMILES: OC1C=C(CCC[N:11]2[C:19](=[O:20])[C:18]3[C:13](=[CH:14][CH:15]=[CH:16][CH:17]=3)[C:12]2=[O:21])C=CC=1.O1C(CCC)C1>>[C:12]1(=[O:21])[C:13]2[C:18](=[CH:17][CH:16]=[CH:15][CH:14]=2)[C:19](=[O:20])[NH:11]1. Procedure details: Alkylation reaction of phenol 58 with 1,2-epoxypentane gave 2434342-hydroxypentyloxy)phenyl)propyl)isoindoline-1,3-dione as yellow oil. Yield (0.93 g, 73%): 1H NMR (400 MHz, CDCl3) δ 7.74 (d, J=6.0 Hz, 1H), 7.53-7.60 (m, 1H), 7.47-7.52 (m, 1H), 7.40 (d, J=7.6 Hz, 1H), 7.14-7.19 (m, 1H), 6.78-6.83 (m, 2H), 6.73 (d, J=8.2 Hz, 1H), 3.81 (d, J=4.8 Hz, 2H), 3.73-3.79 (m, 1H), 3.18-3.24 (m, 2H), 2.60 (t, J=7.6 Hz, 2H), 1.73-1.81 (m, 2H), 1.30-1.52 (m, 4H), 0.89 (t, J=6.8 Hz, 3H). Reactants: C(C)(C)(C)O[C@H](C(=O)OCC)C=1C(=NC(=C(C1N1CCC(CC1)(C)C)C1=CC=C(C=C1)O)C)C ((S)-ethyl 2-(tert-butoxy)-2-(4-(4,4-dimethylpiperidin-1-yl)-5-(4-hydroxyphenyl)-2,6-dimethylpyridin-3-yl)acetate), FC1=C(C=C(C=C1)F)CCO (2-(2,5-difluorophenyl)ethanol), C1=CC=C(C=C1)P(C2=CC=CC=C2)C3=CC=CC=C3 (Ph3P), CCOC(=O)/N=N/C(=O)OCC (DEAD), [OH-].[Na+] (NaOH). Solvent: C1CCOC1 (THF), CO (MeOH). Conditions: time 18 hour. Product: C(C)(C)(C)O[C@H](C(=O)O)C=1C(=NC(=C(C1N1CCC(CC1)(C)C)C1=CC=C(C=C1)OCCC1=C(C=CC(=C1)F)F)C)C ((S)-2-(tert-butoxy)-2-(5-(4-(2,5-difluorophenethoxy)phenyl)-4-(4,4-dimethylpiperidin-1-yl)-2,6-dimethylpyridin-3-yl)acetic acid). The yield is 12.8%. Reaction SMILES: [C:1]([O:5][C@@H:6]([C:12]1[C:13]([CH3:34])=[N:14][C:15]([CH3:33])=[C:16]([C:26]2[CH:31]=[CH:30][C:29](O)=[CH:28][CH:27]=2)[C:17]=1[N:18]1[CH2:23][CH2:22][C:21]([CH3:25])([CH3:24])[CH2:20][CH2:19]1)[C:7]([O:9]CC)=[O:8])([CH3:4])([CH3:3])[CH3:2].[F:35][C:36]1[CH:41]=[CH:40][C:39]([F:42])=[CH:38][C:37]=1[CH2:43][CH2:44][OH:45].C1C=CC(P(C2C=CC=CC=2)C2C=CC=CC=2)=CC=1.CCOC(/N=N/C(OCC)=O)=O.[OH-].[Na+]>C1COCC1.CO>[C:1]([O:5][C@@H:6]([C:12]1[C:13]([CH3:34])=[N:14][C:15]([CH3:33])=[C:16]([C:26]2[CH:27]=[CH:28][C:29]([O:45][CH2:44][CH2:43][C:37]3[CH:38]=[C:39]([F:42])[CH:40]=[CH:41][C:36]=3[F:35])=[CH:30][CH:31]=2)[C:17]=1[N:18]1[CH2:19][CH2:20][C:21]([CH3:25])([CH3:24])[CH2:22][CH2:23]1)[C:7]([OH:9])=[O:8])([CH3:4])([CH3:2])[CH3:3] |f:4.5|. Reported procedure: To a stirred solution of (S)-ethyl 2-(tert-butoxy)-2-(4-(4,4-dimethylpiperidin-1-yl)-5-(4-hydroxyphenyl)-2,6-dimethylpyridin-3-yl)acetate (20 mg, 0.043 mmol), 2-(2,5-difluorophenyl)ethanol (33.7 mg, 0.213 mmol) and Ph3P-resin (55.8 mg, 0.213 mmol) in THF (2 mL) was added DEAD (0.014 mL, 0.085 mmol) at rt. After 18 h, mixture was filtered to remove polymer, concentrated and treated with 1N NaOH (0.854 mL, 0.854 mmol) in MeOH (1 mL) at 75° C. for 16 h. Mixture was then cooled and purified by prep-... The reactants are CC(=O)Cl, Cc1ccccc1, c1ccc2c(c1)Nc1ccccc1S2. The product is CC(=O)N1c2ccccc2Sc2ccccc21. RXN SMILES: [CH3:15][C:16]([Cl:17])=[O:18].[CH3:19][c:20]1[cH:21][cH:22][cH:23][cH:24][cH:25]1.[cH:1]1[cH:2][cH:3][cH:4][c:5]2[c:14]1[NH:13][c:12]1[c:7]([cH:8][cH:9][cH:10][cH:11]1)[S:6]2>>[cH:1]1[cH:2][cH:3][cH:4][c:5]2[c:14]1[N:13]([C:16]([CH3:15])=[O:18])[c:12]1[c:7]([cH:8][cH:9][cH:10][cH:11]1)[S:6]2. Starting materials: c1ccc(CN2CCNCC2)cc1, ClCCl, [Cl-], CC(C)(Oc1ccccc1)C(=O)O. Product: CC(C)(Oc1ccccc1)C(=O)N1CCN(Cc2ccccc2)CC1. Reaction SMILES: [CH2:15]([c:16]1[cH:17][cH:18][cH:19][cH:20][cH:21]1)[N:22]1[CH2:23][CH2:24][NH:25][CH2:26][CH2:27]1.[CH2:28]([Cl:29])[Cl:30].[Cl-:1].[O:2]([c:3]1[cH:4][cH:5][cH:6][cH:7][cH:8]1)[C:9]([C:10](=[O:11])[OH:12])([CH3:13])[CH3:14]>>[O:2]([c:3]1[cH:4][cH:5][cH:6][cH:7][cH:8]1)[C:9]([C:10](=[O:12])[N:25]1[CH2:24][CH2:23][N:22]([CH2:15][c:16]2[cH:17][cH:18][cH:19][cH:20][cH:21]2)[CH2:27][CH2:26]1)([CH3:13])[CH3:14]. The reactants are O=C([O-])O, CC(Cn1ncc2ccc3oc(CO)cc3c21)NC(=O)OCc1ccccc1, CS(C)=O, ClCCl, [Na+], N#C[Na], O=S(Cl)Cl. Product: CC(Cn1ncc2ccc3oc(CC#N)cc3c21)NC(=O)OCc1ccccc1. Reaction SMILES: [C:36](=[O:37])([OH:38])[O-:39].[CH2:1]([c:2]1[cH:3][cH:4][cH:5][cH:6][cH:7]1)[O:8][C:9]([NH:10][CH:11]([CH2:12][n:13]1[n:14][cH:15][c:16]2[cH:17][cH:18][c:19]3[c:20]([c:21]12)[cH:22][c:23]([CH2:25][OH:26])[o:24]3)[CH3:27])=[O:28].[CH3:44][S:45]([CH3:46])=[O:47].[Cl:41][CH2:42][Cl:43].[Na+:40].[Na:33][C:34]#[N:35].[S:29]([Cl:30])([Cl:31])=[O:32]>>[CH2:1]([c:2]1[cH:3][cH:4][cH:5][cH:6][cH:7]1)[O:8][C:9]([NH:10][CH:11]([CH2:12][n:13]1[n:14][cH:15][c:16]2[cH:17][cH:18][c:19]3[c:20]([c:21]12)[cH:22][c:23]([CH2:25][C:34]#[N:35])[o:24]3)[CH3:27])=[O:28]. Reaction SMILES: [CH3:50][C:51](=[O:52])[CH3:53].[CH:41]([N:42]([CH:43]([CH3:44])[CH3:45])[CH2:46][CH3:47])([CH3:48])[CH3:49].[Cl:1][CH2:2][CH2:3][CH2:4][CH2:5][CH:6]([c:7]1[cH:8][cH:9][c:10]([O:13][C:14]([F:15])([F:16])[F:17])[cH:11][cH:12]1)[c:18]1[n:19][c:20]([NH:23][c:24]2[cH:25][c:26]([F:38])[c:27](-[n:32]3[n:33][c:34]([CH3:37])[n:35][cH:36]3)[c:28]([O:30][CH3:31])[cH:29]2)[n:21][nH:22]1.[I-:40].[Na+:39]>>[CH2:2]1[CH2:3][CH2:4][CH2:5][CH:6]([c:7]2[cH:8][cH:9][c:10]([O:13][C:14]([F:15])([F:16])[F:17])[cH:11][cH:12]2)[c:18]2[n:19][c:20]([NH:23][c:24]3[cH:25][c:26]([F:38])[c:27](-[n:32]4[n:33][c:34]([CH3:37])[n:35][cH:36]4)[c:28]([O:30][CH3:31])[cH:29]3)[n:21][n:22]21. Starting materials: CC(C)=O, CCN(C(C)C)C(C)C, COc1cc(Nc2n[nH]c(C(CCCCCl)c3ccc(OC(F)(F)F)cc3)n2)cc(F)c1-n1cnc(C)n1, [I-], [Na+]. Yields the product COc1cc(Nc2nc3n(n2)CCCCC3c2ccc(OC(F)(F)F)cc2)cc(F)c1-n1cnc(C)n1. Reactants: COC(=O)C1CCC(c2nc3c(-c4cnc5ccccc5c4)cnn3c(N)c2Br)CN1, [Na+], [OH-], O. Product: Nc1c(Br)c(C2CCC(C(=O)O)NC2)nc2c(-c3cnc4ccccc4c3)cnn12. RXN SMILES: [NH2:1][c:2]1[c:3]([Br:31])[c:4]([CH:21]2[CH2:22][CH2:23][CH:24]([C:27](=[O:28])[O:29][CH3:30])[NH:25][CH2:26]2)[n:5][c:6]2[n:7]1[n:8][cH:9][c:10]2-[c:11]1[cH:12][n:13][c:14]2[cH:15][cH:16][cH:17][cH:18][c:19]2[cH:20]1.[Na+:33].[OH-:32].[OH2:34]>>[NH2:1][c:2]1[c:3]([Br:31])[c:4]([CH:21]2[CH2:22][CH2:23][CH:24]([C:27](=[O:28])[OH:29])[NH:25][CH2:26]2)[n:5][c:6]2[n:7]1[n:8][cH:9][c:10]2-[c:11]1[cH:12][n:13][c:14]2[cH:15][cH:16][cH:17][cH:18][c:19]2[cH:20]1. Starting materials: C(C1=CC=CC=C1)N1CCC(CC1)NC1C(CCCC1)N (1-benzyl-4-(2-amino-cylohexylamino)-piperidine), C(=O)(N1C=NC=C1)N1C=NC=C1 (1,1'-carbonyldiimidazole). Run in C(C)#N (acetonitrile). Run at time 12 hour. Product: C(C1=CC=CC=C1)N1CCC(CC1)N1C(NC2C1CCCC2)=O (1-Benzyl-4-(octahydro-2H-benzimidazol-2-one-1-yl)-piperidine). Isolated yield 43.6%. Reaction SMILES: [CH2:1]([N:8]1[CH2:13][CH2:12][CH:11]([NH:14][CH:15]2[CH2:20][CH2:19][CH2:18][CH2:17][CH:16]2[NH2:21])[CH2:10][CH2:9]1)[C:2]1[CH:7]=[CH:6][CH:5]=[CH:4][CH:3]=1.[C:22](N1C=CN=C1)(N1C=CN=C1)=[O:23]>C(#N)C>[CH2:1]([N:8]1[CH2:9][CH2:10][CH:11]([N:14]2[CH:15]3[CH2:20][CH2:19][CH2:18][CH2:17][CH:16]3[NH:21][C:22]2=[O:23])[CH2:12][CH2:13]1)[C:2]1[CH:7]=[CH:6][CH:5]=[CH:4][CH:3]=1. Procedure: In this reference example, a solution of 631 mg of 1-benzyl-4-(2-amino-cylohexylamino)-piperidine in a free form obtained in Reference Example 17 and 550 mg of 1,1'-carbonyldiimidazole in 10 ml of acetonitrile is stirred at room temperature for 12 hours. The deposited crystals are separated by filtration, washed with acetonitrile and then dried to obtain 383 mg of crude crystals. The crude crystals are recrystallized from 34 ml of isopropanol to obtain 300 mg of the desired product.